This data is from the Open Reaction Database (ORD), a public repository of structured organic reaction records. The task is: describe an organic reaction: reactants, conditions, products, and yield Reactants: C(C)(CC)[Li] (sec-butyllithium), C(C)(C)[Si](OCC1=C(OC=C1)C)(C(C)C)C(C)C (Triisopropyl-(2-methyl-furan-3-ylmethoxy)-silane), O1CCCC1 (tetrahydrofuran), [Cl-].[NH4+] (ammonium chloride). Product: CC1=C(C=C(O1)C=O)CO[Si](C(C)C)(C(C)C)C(C)C (5-Methyl-4-triisopropylsilanyloxymethyl-furan-2-carbaldehyde). Reaction SMILES: [CH:1]([Si:4]([CH:16]([CH3:18])[CH3:17])([CH:13]([CH3:15])[CH3:14])[O:5][CH2:6][C:7]1[CH:11]=[CH:10][O:9][C:8]=1[CH3:12])([CH3:3])[CH3:2].C([Li])(CC)C.[Cl-].[NH4+].[O:26]1CCC[CH2:27]1>>[CH3:12][C:8]1[O:9][C:10]([CH:27]=[O:26])=[CH:11][C:7]=1[CH2:6][O:5][Si:4]([CH:1]([CH3:3])[CH3:2])([CH:13]([CH3:15])[CH3:14])[CH:16]([CH3:18])[CH3:17] |f:2.3|. Procedure details: A solution of triisopropyl-(2-methyl-furan-3-ylmethoxy)-silane (14) (10 g) in tetrahydrofuran (250 mL) was cooled to −78° C. with stirring, and then sec-butyllithium (1.3 M in cyclohexane; 37.25 mL) was added drop-wise over 10 mins. After stirring for 45 mins at −78° C., the cooling bath was removed for a period of 15 mins then re-introduced. A solution of N,N-dimethylformamide (14.4 mL) in tetrahydrofuran (25 mL) was added drop-wise and the resulting reaction mixture was stirred at −78° C. for ... Reactants: CCC(NC(=O)OCc1ccccc1)c1nc2cccc(C)c2c(=O)n1-c1ccccc1, CCO. The product is CCC(N)c1nc2cccc(C)c2c(=O)n1-c1ccccc1. As a reaction SMILES: [CH2:1]([O:2][C:3](=[O:4])[NH:10][CH:11]([CH2:12][CH3:13])[c:14]1[n:15][c:16]2[cH:17][cH:18][cH:19][c:20]([CH3:31])[c:21]2[c:22](=[O:30])[n:23]1-[c:24]1[cH:25][cH:26][cH:27][cH:28][cH:29]1)[c:5]1[cH:6][cH:7][cH:8][cH:9][cH:32]1.[CH3:33][CH2:34][OH:35]>>[NH2:10][CH:11]([CH2:12][CH3:13])[c:14]1[n:15][c:16]2[cH:17][cH:18][cH:19][c:20]([CH3:31])[c:21]2[c:22](=[O:30])[n:23]1-[c:24]1[cH:25][cH:26][cH:27][cH:28][cH:29]1. The reactants are [N+](=O)([O-])C1=CC=C(C=C1)N1CCNCC1 (N-(4-nitrophenyl)piperazine), C(C1=CC=CC=C1)Br (benzyl bromide), CI (methyl iodide). Yields the product C1=CC=CC2=NC3=CC=CC=C3C(=C12)NC1=CC=C(C=C1)N1CCN(CC1)CC1=CC=CC=C1 (Acridin-9-yl-[4-(4-benzylpiperazine-1-yl)phenyl]amine). Isolated yield 2.0%. As a reaction SMILES: [N+:1]([C:4]1[CH:9]=[CH:8][C:7]([N:10]2[CH2:15][CH2:14][NH:13][CH2:12][CH2:11]2)=[CH:6][CH:5]=1)([O-])=O.[CH2:16](Br)[C:17]1[CH:22]=[CH:21][CH:20]=[CH:19][CH:18]=1.CI>>[CH:8]1[C:9]2[C:4](=[N:1][C:22]3[C:17]([C:16]=2[NH:1][C:4]2[CH:9]=[CH:8][C:7]([N:10]4[CH2:15][CH2:14][N:13]([CH2:16][C:17]5[CH:22]=[CH:21][CH:20]=[CH:19][CH:18]=5)[CH2:12][CH2:11]4)=[CH:6][CH:5]=2)=[CH:18][CH:19]=[CH:20][CH:21]=3)[CH:5]=[CH:6][CH:7]=1. Reported procedure: Following the procedure outlined in Step 1 of Example 1, but substituting 9-[4-(piperazin-1-yl)phenyl]aminoacridine (Example 16) for N-(4-nitrophenyl)piperazine, and benzyl bromide for methyl iodide, afforded the title compound (15%, overall yield 2%) Reactants: Cl (HCl), ClCC=1C(=C(C(NC1C)=O)I)OC1=CC(=CC(=C1)C)C (5-(chloromethyl)-4-(3,5-dimethylphenoxy)-3-iodo-6-methyl-2(1H)-pyridinone), NC(=S)N (thiourea), [OH-].[Na+] (NaOH). Run in CS(=O)C (DMSO). Run at time 1 hour. The product is CC=1C=C(OC2=C(C(NC(=C2CS)C)=O)I)C=C(C1)C (4-(3,5-dimethylphenoxy)-3-iodo-5-mercaptomethyl-6-methyl-1H-pyridin-2-one). RXN SMILES: Cl[CH2:2][C:3]1[C:4]([O:12][C:13]2[CH:18]=[C:17]([CH3:19])[CH:16]=[C:15]([CH3:20])[CH:14]=2)=[C:5]([I:11])[C:6](=[O:10])[NH:7][C:8]=1[CH3:9].NC(N)=[S:23].[OH-].[Na+].Cl>CS(C)=O>[CH3:20][C:15]1[CH:14]=[C:13]([CH:18]=[C:17]([CH3:19])[CH:16]=1)[O:12][C:4]1[C:3]([CH2:2][SH:23])=[C:8]([CH3:9])[NH:7][C:6](=[O:10])[C:5]=1[I:11] |f:2.3|. Procedure: A mixture of compound 125 (1.5 g; 0.0037 mol) and thiourea (0.31 g; 0.00408 mol) in DMSO (30 ml) was stirred at room temperature for 1 hour. NaOH 3N was added. The mixture was stirred for 15 minutes, acidified with HCl 3N and extracted with ethylacetate (EtOAc). The organic layer was separated, dried on magnesium sulfate (MgSO4), filtered and the solvent was evaporated. The residue was taken up in DIPE and filtered. The precipitate (1.2 g) was purified by column chromatography over silica gel (e... Reactants: OCCN1CCN(CC1)C(=O)[C@H]1N(C[C@H](C1)SC=1[C@@H]([C@H]2N(C1C(=O)OCC1=CC=C(C=C1)[N+](=O)[O-])C([C@@H]2[C@@H](C)O)=O)C)C (4-nitrobenzyl (1R,5S,6S)-2-{(2S,4S)-2-[4-(2-hydroxyethyl)-1-piperazinylcarbonyl]-1-methylpyrrolidin-4-ylthio}-6-[(1R)-1-hydroxyethyl]-1-methyl-1-carbapen-2-em-3-carboxylate), O1CCCC1 (tetrahydrofuran), Cl (hydrochloric acid). Run in O (water). Yields the product Cl.OCCN1CCN(CC1)C(=O)[C@H]1N(C[C@H](C1)SC=1[C@@H]([C@H]2N(C1C(=O)O)C([C@@H]2[C@@H](C)O)=O)C)C ((1R,5S,6S)-2-{(2S,4S)-2-[4-(2-Hydroxyethyl)-1-piperazinylcarbonyl]-1-methylpyrrolidin-4-ylthio}-6-[(1R)-1-hydroxyethyl]-1-methyl-1-carbapen-2-em-3-carboxylic acid hydrochloride). Reaction SMILES: [OH:1][CH2:2][CH2:3][N:4]1[CH2:9][CH2:8][N:7]([C:10]([C@@H:12]2[CH2:16][C@H:15]([S:17][C:18]3[C@H:19]([CH3:42])[C@@H:20]4[C@@H:37]([C@H:38]([OH:40])[CH3:39])[C:36](=[O:41])[N:21]4[C:22]=3[C:23]([O:25]CC3C=CC([N+]([O-])=O)=CC=3)=[O:24])[CH2:14][N:13]2[CH3:43])=[O:11])[CH2:6][CH2:5]1.O1CCCC1.[ClH:49]>O>[ClH:49].[OH:1][CH2:2][CH2:3][N:4]1[CH2:5][CH2:6][N:7]([C:10]([C@@H:12]2[CH2:16][C@H:15]([S:17][C:18]3[C@H:19]([CH3:42])[C@@H:20]4[C@@H:37]([C@H:38]([OH:40])[CH3:39])[C:36](=[O:41])[N:21]4[C:22]=3[C:23]([OH:25])=[O:24])[CH2:14][N:13]2[CH3:43])=[O:11])[CH2:8][CH2:9]1 |f:4.5|. Procedure: A solution of 700 mg of 4-nitrobenzyl (1R,5S,6S)-2-{(2S,4S)-2-[4-(2-hydroxyethyl)-1-piperazinylcarbonyl]-1-methylpyrrolidin-4-ylthio}-6-[(1R)-1-hydroxyethyl]-1-methyl-1-carbapen-2-em-3-carboxylate [prepared as described in step (a) above] in 60 ml of a 1:1 by volume mixture of tetrahydrofuran and water was mixed with 1.15 ml of 1N aqueous hydrochloric acid, and the mixture was hydrogenated by bubbling hydrogen through it at room temperature for 2 hours in the presence of 1000 mg of 10% w/w palla... Starting materials: C=CC(=O)OC, CS(C)=O, O=C(O)c1cn(C2CC2)c2cc(N3CCNCC3)c([N+](=O)[O-])cc2c1=O, O. Product: COC(=O)CCN1CCN(c2cc3c(cc2[N+](=O)[O-])c(=O)c(C(=O)O)cn3C2CC2)CC1. Reaction SMILES: [C:27]([CH:28]=[CH2:29])(=[O:30])[O:31][CH3:32].[CH3:34][S:35]([CH3:36])=[O:37].[CH:1]1([n:4]2[cH:5][c:6]([C:24](=[O:25])[OH:26])[c:7](=[O:23])[c:8]3[cH:9][c:10]([N+:20](=[O:21])[O-:22])[c:11]([N:14]4[CH2:15][CH2:16][NH:17][CH2:18][CH2:19]4)[cH:12][c:13]23)[CH2:2][CH2:3]1.[OH2:33]>>[CH:1]1([n:4]2[cH:5][c:6]([C:24](=[O:25])[OH:26])[c:7](=[O:23])[c:8]3[cH:9][c:10]([N+:20](=[O:21])[O-:22])[c:11]([N:14]4[CH2:15][CH2:16][N:17]([CH2:29][CH2:28][C:27](=[O:30])[O:31][CH3:32])[CH2:18][CH2:19]4)[cH:12][c:13]23)[CH2:2][CH2:3]1. Procedure: 200 mg (0.50 mmol) of the compound from Example 112A and 76 mg (0.75 mmol) of N′-hydroxy-2-methylpropanimidamide were reacted according to the General Method 2. Yield: 125 mg (54% of theory). Reaction SMILES: [OH:1][CH:2]1[CH2:6][CH2:5][N:4]([C:7]([N:9]2[CH2:14][CH:13]([C:15]3[CH:20]=[CH:19][C:18]([O:21][C:22]([F:25])([F:24])[F:23])=[CH:17][CH:16]=3)[CH2:12][CH:11]([C:26](O)=[O:27])[CH2:10]2)=[O:8])[CH2:3]1.O[N:30]=[C:31]([NH2:35])[CH:32]([CH3:34])[CH3:33]>>[OH:1][CH:2]1[CH2:6][CH2:5][N:4]([C:7]([N:9]2[CH2:14][CH:13]([C:15]3[CH:20]=[CH:19][C:18]([O:21][C:22]([F:24])([F:23])[F:25])=[CH:17][CH:16]=3)[CH2:12][CH:11]([C:26]3[O:27][N:35]=[C:31]([CH:32]([CH3:34])[CH3:33])[N:30]=3)[CH2:10]2)=[O:8])[CH2:3]1. The reactants are OC1CN(CC1)C(=O)N1CC(CC(C1)C1=CC=C(C=C1)OC(F)(F)F)C(=O)O (1-[(3-Hydroxypyrrolidin-1-yl)carbonyl]-5-[4-(trifluoromethoxy)phenyl]piperidine-3-carboxylic acid), ON=C(C(C)C)N (N′-hydroxy-2-methylpropanimidamide). Yields the product OC1CN(CC1)C(=O)N1CC(CC(C1)C1=CC=C(C=C1)OC(F)(F)F)C1=NC(=NO1)C(C)C ((3-Hydroxypyrrolidin-1-yl) {3-[3-(propan-2-yl)-1,2,4-oxadiazol-5-yl]-5-[4-(trifluoromethoxy)-phenyl]piperidin-1-yl}methanone). Starting materials: mixed solution, Cl (hydrochloric acid), NC1=C2C(C(=CN(C2=C(C(=C1F)F)F)C1=NC(=C(C=C1F)F)N)C(=O)OCC)=O (ethyl 5-amino-1-(6-amino-3,5-difluoropyridine-2-yl)-6,7,8-trifluoro-4-oxo-1,4-dihydroquinoline-3-carboxylate). Run in C(C)(=O)O (acetic acid). Product: NC1=C2C(C(=CN(C2=C(C(=C1F)F)F)C1=NC(=C(C=C1F)F)N)C(=O)O)=O (5-amino-1-(6-amino-3,5-difluoropyridine-2-yl)-6,7,8-trifluoro-4-oxo-1,4-dihydroquinoline-3-carboxylic acid). The yield is 95.4%. As a reaction SMILES: Cl.[NH2:2][C:3]1[C:12]([F:13])=[C:11]([F:14])[C:10]([F:15])=[C:9]2[C:4]=1[C:5](=[O:30])[C:6]([C:25]([O:27]CC)=[O:26])=[CH:7][N:8]2[C:16]1[C:21]([F:22])=[CH:20][C:19]([F:23])=[C:18]([NH2:24])[N:17]=1>C(O)(=O)C>[NH2:2][C:3]1[C:12]([F:13])=[C:11]([F:14])[C:10]([F:15])=[C:9]2[C:4]=1[C:5](=[O:30])[C:6]([C:25]([OH:27])=[O:26])=[CH:7][N:8]2[C:16]1[C:21]([F:22])=[CH:20][C:19]([F:23])=[C:18]([NH2:24])[N:17]=1. Procedure details: To 1.5 ml of the mixed solution (1:1) of 4N hydrochloric acid and acetic acid was added 145 mg of ethyl 5-amino-1-(6-amino-3,5-difluoropyridine-2-yl)-6,7,8-trifluoro-4-oxo-1,4-dihydroquinoline-3-carboxylate, and the mixture was heated under reflux for 17 hours with stirring and allowed to cool. The precipitate was collected by filtration, and washed with ethanol and to obtain 129 mg of the title compound as a yellow powder. The solvent is C(C)(C)O (isopropyl alcohol). Reported procedure: A mixture of 2,3-dichlorobenzaldehyde, 2-(4-benzhydryl-1-piperazinyl)ethyl acetoacetate and methyl 3-aminocrotonate was worked up in isopropyl alcohol in the same manner as Example 1 to give 2-(4-benzhydryl-1-piperazinyl)ethyl methyl 4-(2,3-dichlorophenyl)-2,6-dimethyl-1,4-dihydropyridine-3,5-dicarboxylate as a light yellow powder, m.p. 84°-88° C. (sintering). Yield 31.6%. IR(Nujol)cm-1 : 3320, 1730, 1690. NMR(CDCl3) δ: 2.28(6H, s, ##STR17## 3.58(3H,s,COOCH3), 4.15(2H,t,J=6,--COOCH2CH2 --), 4.19... Reactants: ClC1=C(C=O)C=CC=C1Cl (2,3-dichlorobenzaldehyde), C(CC(=O)C)(=O)OCCN1CCN(CC1)C(C1=CC=CC=C1)C1=CC=CC=C1 (2-(4-benzhydryl-1-piperazinyl)ethyl acetoacetate), N\C(=C/C(=O)OC)\C (methyl 3-aminocrotonate). The product is ClC1=C(C=CC=C1Cl)C1C(=C(NC(=C1C(=O)OC)C)C)C(=O)OCCN1CCN(CC1)C(C1=CC=CC=C1)C1=CC=CC=C1 (2-(4-benzhydryl-1-piperazinyl)ethyl methyl 4-(2,3-dichlorophenyl)-2,6-dimethyl-1,4-dihydropyridine-3,5-dicarboxylate). Isolated yield 31.6%. RXN SMILES: [Cl:1][C:2]1[C:9]([Cl:10])=[CH:8][CH:7]=[CH:6][C:3]=1[CH:4]=O.[C:11]([O:17][CH2:18][CH2:19][N:20]1[CH2:25][CH2:24][N:23]([CH:26]([C:33]2[CH:38]=[CH:37][CH:36]=[CH:35][CH:34]=2)[C:27]2[CH:32]=[CH:31][CH:30]=[CH:29][CH:28]=2)[CH2:22][CH2:21]1)(=[O:16])[CH2:12][C:13]([CH3:15])=O.[NH2:39]/[C:40](/[CH3:46])=[CH:41]\[C:42]([O:44][CH3:45])=[O:43]>C(O)(C)C>[Cl:1][C:2]1[C:9]([Cl:10])=[CH:8][CH:7]=[CH:6][C:3]=1[CH:4]1[C:41]([C:42]([O:44][CH3:45])=[O:43])=[C:40]([CH3:46])[NH:39][C:13]([CH3:15])=[C:12]1[C:11]([O:17][CH2:18][CH2:19][N:20]1[CH2:25][CH2:24][N:23]([CH:26]([C:27]2[CH:28]=[CH:29][CH:30]=[CH:31][CH:32]=2)[C:33]2[CH:38]=[CH:37][CH:36]=[CH:35][CH:34]=2)[CH2:22][CH2:21]1)=[O:16].